Dataset: the Open Reaction Database (ORD), a public repository of structured organic reaction records. Task: describe an organic reaction: reactants, conditions, products, and yield Starting materials: COC=1C=C(C=CC1)S(=O)(=O)NC(C)=O (N-[(3-methoxyphenyl)sulfonyl]acetamide), B(Br)(Br)Br (BBr3). Solvent: C(Cl)Cl (DCM). Conditions: time 2 hour. Yields the product OC=1C=C(C=CC1)S(=O)(=O)NC(C)=O (N-[(3-hydroxyphenyl)sulfonyl]acetamide). As a reaction SMILES: C[O:2][C:3]1[CH:4]=[C:5]([S:9]([NH:12][C:13](=[O:15])[CH3:14])(=[O:11])=[O:10])[CH:6]=[CH:7][CH:8]=1.B(Br)(Br)Br>C(Cl)Cl>[OH:2][C:3]1[CH:4]=[C:5]([S:9]([NH:12][C:13](=[O:15])[CH3:14])(=[O:11])=[O:10])[CH:6]=[CH:7][CH:8]=1. Procedure: To a solution of N-[(3-methoxyphenyl)sulfonyl]acetamide (0.4 g, 1.75 mmol) in DCM at 0° C. was added BBr3 and the reaction was stirred at rt for 2 h. The reaction was quenched with pH=4 buffer and extracted with EtOAc. The organic phase was dried (Na2SO4) and concentrated to afford the title compound. LC-MS: mile 216 (M+H)+ (0.5 min). Starting materials: NC1=C2N(C(N(C2=NC=N1)C=1C=C(C=CC1)N(C(OC(C)(C)C)=O)C)=O)C1=CC=C(C=C1)OC1=CC=CC=C1 (tert-butyl 3-(6-amino-8-oxo-7-(4-phenoxyphenyl)-7H-purin-9(8H)-yl)phenyl(methyl)carbamate), C(=O)(C(F)(F)F)O (TFA). Run in C(Cl)Cl (DCM). Conditions: time 1 hour. Product: NC1=C2N(C(N(C2=NC=N1)C1=CC(=CC=C1)NC)=O)C1=CC=C(C=C1)OC1=CC=CC=C1 (6-amino-9-(3-(methylamino)phenyl)-7-(4-phenoxyphenyl)-7H-purin-8(9H)-one). The yield is 99.7%. Reaction SMILES: [NH2:1][C:2]1[N:10]=[CH:9][N:8]=[C:7]2[C:3]=1[N:4]([C:27]1[CH:32]=[CH:31][C:30]([O:33][C:34]3[CH:39]=[CH:38][CH:37]=[CH:36][CH:35]=3)=[CH:29][CH:28]=1)[C:5](=[O:26])[N:6]2[C:11]1[CH:12]=[C:13]([N:17](C)[C:18](=O)OC(C)(C)C)[CH:14]=[CH:15][CH:16]=1.C(O)(C(F)(F)F)=O>C(Cl)Cl>[NH2:1][C:2]1[N:10]=[CH:9][N:8]=[C:7]2[C:3]=1[N:4]([C:27]1[CH:32]=[CH:31][C:30]([O:33][C:34]3[CH:35]=[CH:36][CH:37]=[CH:38][CH:39]=3)=[CH:29][CH:28]=1)[C:5](=[O:26])[N:6]2[C:11]1[CH:16]=[CH:15][CH:14]=[C:13]([NH:17][CH3:18])[CH:12]=1. Procedure details: To a solution of tert-butyl 3-(6-amino-8-oxo-7-(4-phenoxyphenyl)-7H-purin-9(8H)-yl)phenyl(methyl)carbamate (31) (450 mg, 0.86 mmol) in DCM (8 mL) was added TFA (2 mL) dropwise. The reaction mixture was stirred at rt for 1 h and then concentrated. The residue was purified by column chromatography (silica gel, 0 to 10% methanol in methylene chloride (0.3% Et3N)) to give 6-amino-9-(3-(methylamino)phenyl)-7-(4-phenoxyphenyl)-7H-purin-8(9H)-one (32) (364 mg, 100%). LC-MS (ESI): m/z (M+1) 425. The reactants are NC=1C(=NC=C(N1)Br)N1CCN(CC1)C(=O)OC(C)(C)C (tert-butyl 4-(3-amino-5-bromopyrazin-2-yl)piperazine-1-carboxylate), COC(C)(N(C)C)OC (N,N-dimethylacetamide dimethyl acetal). The solvent is C1(=CC=CC=C1)C (toluene). The product is BrC=1N=C(C(=NC1)N1CCN(CC1)C(=O)OC(C)(C)C)N=C(C)N(C)C (tert-Butyl 4-(5-bromo-3-((1-(dimethylamino)ethylidene)amino)pyrazin-2-yl)piperazine-1-carboxylate). RXN SMILES: [NH2:1][C:2]1[C:3]([N:9]2[CH2:14][CH2:13][N:12]([C:15]([O:17][C:18]([CH3:21])([CH3:20])[CH3:19])=[O:16])[CH2:11][CH2:10]2)=[N:4][CH:5]=[C:6]([Br:8])[N:7]=1.CO[C:24](OC)([N:26]([CH3:28])[CH3:27])[CH3:25]>C1(C)C=CC=CC=1>[Br:8][C:6]1[N:7]=[C:2]([N:1]=[C:24]([N:26]([CH3:28])[CH3:27])[CH3:25])[C:3]([N:9]2[CH2:10][CH2:11][N:12]([C:15]([O:17][C:18]([CH3:21])([CH3:20])[CH3:19])=[O:16])[CH2:13][CH2:14]2)=[N:4][CH:5]=1. Reported procedure: A 100 mL round bottom flask was charged with tert-butyl 4-(3-amino-5-bromopyrazin-2-yl)piperazine-1-carboxylate (1.0 g, 2.8 mmol), N,N-dimethylacetamide dimethyl acetal (0.44 g, 3.3 mmol) and toluene (20 mL). The mixture was heated at reflux for 11 h. Work-up: the solvent was evaporated to dryness. The product was used in the next step without further purification. The reactants are ClC1=CC=C(OC2CN(C2)CC[C@@H](CO)NC(=O)NC=2N(N=C(C2)CC)C)C=C1 (1-{(S)-3-[3-(4-chloro-phenoxy)-azetidin-1-yl]-1-hydroxymethyl-propyl}-3-(5-ethyl-2-methyl-2H-pyrazol-3-yl)-urea), Cl.N[C@H](CO)CCN1CC(C1)OC1=CC=C(C=C1)F ((S)-2-amino-4-[3-(4-fluoro-phenoxy)-azetidin-1-yl]-butan-1-ol hydrochloride). Product: FC1=CC=C(OC2CN(C2)CC[C@@H](CO)NC(=O)NC=2N(N=C(C2)CC)C)C=C1 (1-{(S)-3-[3-(4-fluoro-phenoxy)-azetidin-1-yl]-1-hydroxymethyl-propyl}-3-(5-ethyl-2-methyl-2H-pyrazol-3-yl)-urea). As a reaction SMILES: Cl[C:2]1[CH:29]=[CH:28][C:5]([O:6][CH:7]2[CH2:10][N:9]([CH2:11][CH2:12][C@H:13]([NH:16][C:17]([NH:19][C:20]3[N:21]([CH3:27])[N:22]=[C:23]([CH2:25][CH3:26])[CH:24]=3)=[O:18])[CH2:14][OH:15])[CH2:8]2)=[CH:4][CH:3]=1.Cl.N[C@@H](CCN1CC(OC2C=CC([F:48])=CC=2)C1)CO>>[F:48][C:2]1[CH:29]=[CH:28][C:5]([O:6][CH:7]2[CH2:10][N:9]([CH2:11][CH2:12][C@H:13]([NH:16][C:17]([NH:19][C:20]3[N:21]([CH3:27])[N:22]=[C:23]([CH2:25][CH3:26])[CH:24]=3)=[O:18])[CH2:14][OH:15])[CH2:8]2)=[CH:4][CH:3]=1 |f:1.2|. Reported procedure: This compound is prepared analogously to 1-{(S)-3-[3-(4-chloro-phenoxy)-azetidin-1-yl]-1-hydroxymethyl-propyl}-3-(5-ethyl-2-methyl-2H-pyrazol-3-yl)-urea in Example 88 except using (S)-2-amino-4-[3-(4-fluoro-phenoxy)-azetidin-1-yl]-butan-1-ol hydrochloride in place of (S)-2-amino-4-[3-(4-chloro-phenoxy)-azetidin-1-yl]-butan-1-ol hydrochloride. Reactants: Cl.NC(C(=O)OC)C (methyl 2-aminopropionate-hydrochloride), ClC1=CC=C(S1)C(=O)O (5-chloro-thiophene-2-carboxylic acid), CN1CCOCC1 (NMM), CN(C)C(=[N+](C)C)ON1C2=C(C=CC=C2)N=N1.[B-](F)(F)(F)F (TBTU). Run in C1CCOC1 (THF), C1CCOC1 (THF), O (water). Run at time 2 hour. Product: ClC1=CC=C(S1)C(=O)NC(C(=O)OC)C (methyl 2-[(5-chloro-thiophene-2-carbonyl)-amino]-propionate). RXN SMILES: [Cl:1][C:2]1[S:6][C:5]([C:7]([OH:9])=O)=[CH:4][CH:3]=1.CN1CCOCC1.CN(C(ON1N=NC2C=CC=CC1=2)=[N+](C)C)C.[B-](F)(F)(F)F.Cl.[NH2:40][CH:41]([CH3:46])[C:42]([O:44][CH3:45])=[O:43]>C1COCC1.O>[Cl:1][C:2]1[S:6][C:5]([C:7]([NH:40][CH:41]([CH3:46])[C:42]([O:44][CH3:45])=[O:43])=[O:9])=[CH:4][CH:3]=1 |f:2.3,4.5|. Procedure: 3.10 g (19.1 mmol) 5-chloro-thiophene-2-carboxylic acid are combined with 4.44 ml (40 mmol) NMM and 6.42 g (20 mmol) TBTU in 50 ml THF and then stirred for 2 hours under a nitrogen atmosphere at ambient temperature. Then 2.79 g (20 mmol) methyl 2-aminopropionate-hydrochloride and 50 ml THF are added and the mixture is stirred for a further 16 hours at ambient temperature. Then the reaction mixture is poured into water, extracted with ethyl acetate, the combined organic phases are washed with sat... Starting materials: CN(C)CCC[P+](c1ccccc1)(c1ccccc1)c1ccccc1, C[Si](C)(C)[N-][Si](C)(C)C, COC(=O)Cc1ccc(OCc2ccccc2C=O)c(I)c1, Cc1ccccc1, Cl, [I-], [K+]. The product is COC(=O)Cc1ccc(OCc2ccccc2C=CCCN(C)C)c(I)c1. RXN SMILES: [CH3:12][N:13]([CH2:14][CH2:15][CH2:16][P+:17]([c:18]1[cH:19][cH:20][cH:21][cH:22][cH:23]1)([c:24]1[cH:25][cH:26][cH:27][cH:28][cH:29]1)[c:30]1[cH:31][cH:32][cH:33][cH:34][cH:35]1)[CH3:36].[CH3:1][Si:2]([N-:3][Si:4]([CH3:5])([CH3:6])[CH3:7])([CH3:8])[CH3:9].[CH3:37][O:38][C:39]([CH2:40][c:41]1[cH:42][c:43]([I:57])[c:44]([O:47][CH2:48][c:49]2[c:50]([CH:55]=[O:56])[cH:51][cH:52][cH:53][cH:54]2)[cH:45][cH:46]1)=[O:58].[CH3:60][c:61]1[cH:62][cH:63][cH:64][cH:65][cH:66]1.[ClH:59].[I-:11].[K+:10]>>[CH3:12][N:13]([CH2:14][CH2:15][CH:16]=[CH:55][c:50]1[c:49]([CH2:48][O:47][c:44]2[c:43]([I:57])[cH:42][c:41]([CH2:40][C:39]([O:38][CH3:37])=[O:58])[cH:46][cH:45]2)[cH:54][cH:53][cH:52][cH:51]1)[CH3:36]. Reactants: [BH3-]C#N, CCOC(=O)C(C)(C)Oc1cc(OC)cc(C(=O)NC2CCNCC2)c1, CCOc1cc(C=O)ccc1OC, CCN(C(C)C)C(C)C, CCO, CC(=O)O, [Na+]. Product: CCOC(=O)C(C)(C)Oc1cc(OC)cc(C(=O)NC2CCN(Cc3ccc(OC)c(OCC)c3)CC2)c1. As a reaction SMILES: [C:40]([BH3-:41])#[N:42].[CH2:1]([CH3:2])[O:3][C:4]([C:5]([CH3:6])([CH3:7])[O:8][c:9]1[cH:10][c:11]([O:24][CH3:25])[cH:12][c:13]([C:15]([NH:16][CH:17]2[CH2:18][CH2:19][NH:20][CH2:21][CH2:22]2)=[O:23])[cH:14]1)=[O:26].[CH2:27]([CH3:28])[O:29][c:30]1[cH:31][c:32]([CH:33]=[O:34])[cH:35][cH:36][c:37]1[O:38][CH3:39].[CH2:44]([N:45]([CH:46]([CH3:47])[CH3:48])[CH:49]([CH3:50])[CH3:51])[CH3:52].[CH3:53][CH2:54][OH:55].[CH3:56][C:57](=[O:58])[OH:59].[Na+:43]>>[CH2:1]([CH3:2])[O:3][C:4]([C:5]([CH3:6])([CH3:7])[O:8][c:9]1[cH:10][c:11]([O:24][CH3:25])[cH:12][c:13]([C:15]([NH:16][CH:17]2[CH2:18][CH2:19][N:20]([CH2:33][c:32]3[cH:31][c:30]([O:29][CH2:27][CH3:28])[c:37]([O:38][CH3:39])[cH:36][cH:35]3)[CH2:21][CH2:22]2)=[O:23])[cH:14]1)=[O:26]. Starting materials: C1(CCCCC1)OC1=CC=C(C=C1)C1=CC(NN=C1C1CC1)=O (5-(4-cyclohexyloxy-phenyl)-6-cyclopropyl-2H-pyridazin-3-one), P(=O)(Cl)(Cl)Cl (phosphorous oxychloride). Reaction conditions: temperature 90 celsius. Product: ClC1=CC(=C(N=N1)C1CC1)C1=CC=C(C=C1)OC1CCCCC1 (6-chloro-4-(4-cyclohexyloxy-phenyl)-3-cyclopropyl-pyridazine). Yield: 29.0%. RXN SMILES: [CH:1]1([O:7][C:8]2[CH:13]=[CH:12][C:11]([C:14]3[C:19]([CH:20]4[CH2:22][CH2:21]4)=[N:18][NH:17][C:16](=O)[CH:15]=3)=[CH:10][CH:9]=2)[CH2:6][CH2:5][CH2:4][CH2:3][CH2:2]1.P(Cl)(Cl)([Cl:26])=O>>[Cl:26][C:16]1[N:17]=[N:18][C:19]([CH:20]2[CH2:22][CH2:21]2)=[C:14]([C:11]2[CH:12]=[CH:13][C:8]([O:7][CH:1]3[CH2:6][CH2:5][CH2:4][CH2:3][CH2:2]3)=[CH:9][CH:10]=2)[CH:15]=1. Procedure: A suspension of 5-(4-cyclohexyloxy-phenyl)-6-cyclopropyl-2H-pyridazin-3-one (0.86 mmol, 0.29 g) in phosphorous oxychloride (4.30 mmol, 0.40 mL) was heated at 90° C. for 20 min with stirring during which period the starting material was fully consumed as judged by TLC. The reaction mixture was cooled to room temperature and the volatiles were removed in vacuo. The residue was dissolved in ethyl acetate (5 mL), washed with water (2 mL), saturated NaHCO3 (2×2 mL) and dried (Na2SO4). The residue was... The product is S(=O)(=O)(O)CCN1CCN(CC1)C1=CC=CC=C1 (4-(2-Sulfoethyl)-1-phenylpiperazine). The reactants are C1(=CC=CC=C1)N1CCNCC1 (1-phenylpiperazine), BrCCS(=O)(=O)[O-].[Na+] (sodium 2-bromoethanesulfonate). Procedure: A 3.25 g quantity (20 mmols) of 1-phenylpiperazine is dissolved in 10 ml of water, and a solution of 4.3 g (20 mmols) of sodium 2-bromoethanesulfonate in 10 ml of water is added dropwise thereto at room temperature with stirring. The mixture is subjected to reaction at room temperature for 1 hour and then at 70° C. overnight, and cooled. The crystals precipitated are collected by filtration and recrystallized from water-acetone. Reaction SMILES: [C:1]1([N:7]2[CH2:12][CH2:11][NH:10][CH2:9][CH2:8]2)[CH:6]=[CH:5][CH:4]=[CH:3][CH:2]=1.Br[CH2:14][CH2:15][S:16]([O-:19])(=[O:18])=[O:17].[Na+]>O>[S:16]([CH2:15][CH2:14][N:10]1[CH2:11][CH2:12][N:7]([C:1]2[CH:6]=[CH:5][CH:4]=[CH:3][CH:2]=2)[CH2:8][CH2:9]1)([OH:19])(=[O:18])=[O:17] |f:1.2|. Run in O (water), O (water).